This data is from the Open Reaction Database (ORD), a public repository of structured organic reaction records. The task is: describe an organic reaction: reactants, conditions, products, and yield Starting materials: [Al+3], Cc1cccc(C(=O)C=C2CCCN2C)c1, [H-], [H-], [H-], [H-], [Li+], C1CCOC1, O, O=[N+]([O-])c1cc([N+](=O)[O-])c([O-])c([N+](=O)[O-])c1. The product is Cc1cccc(C(=O)CC2CCCN2C)c1. RXN SMILES: [Al+3:2].[CH3:7][c:8]1[cH:9][c:10]([C:14]([CH:15]=[C:16]2[N:17]([CH3:21])[CH2:18][CH2:19][CH2:20]2)=[O:22])[cH:11][cH:12][cH:13]1.[H-:1].[H-:4].[H-:5].[H-:6].[Li+:3].[O:40]1[CH2:41][CH2:42][CH2:43][CH2:44]1.[OH2:23].[c:24]1([N+:37]([O-:38])=[O:39])[c:25]([O-:26])[c:27]([N+:28]([O-:29])=[O:30])[cH:31][c:32]([N+:33]([O-:34])=[O:35])[cH:36]1>>[CH3:7][c:8]1[cH:9][c:10]([C:14]([CH2:15][CH:16]2[N:17]([CH3:21])[CH2:18][CH2:19][CH2:20]2)=[O:22])[cH:11][cH:12][cH:13]1. Starting materials: C(C)(C)(C)OC(=O)N1CC(C1)(C(=C)C=1C=C2N3[C@@H](C(NN=C3COC2=CC1)=O)C)C (3-methyl-3-[1-((R)-4-methyl-3-oxo-2,3,4,10-tetrahydro-9-oxa-1,2,4a-triaza-phenanthren-6-yl)-vinyl]-azetidine-1-carboxylic acid tert-butyl ester). Reagents/catalysts: [Pd] (Pd/C). The solvent is CO (MeOH). Reaction conditions: time 1 hour. The product is C(C)(C)(C)OC(=O)N1CC(C1)(C(C)C=1C=C2N3[C@@H](C(NN=C3COC2=CC1)=O)C)C (3-methyl-3-[1-((R)-4-methyl-3-oxo-2,3,4,10-tetrahydro-9-oxa-1,2,4a-triaza-phenanthren-6-yl)-ethyl]-azetidine-1-carboxylic acid tert-butyl ester). Isolated yield 96.3%. As a reaction SMILES: [C:1]([O:5][C:6]([N:8]1[CH2:11][C:10]([CH3:30])([C:12]([C:14]2[CH:15]=[C:16]3[C:25](=[CH:26][CH:27]=2)[O:24][CH2:23][C:22]2[N:17]3[C@H:18]([CH3:29])[C:19](=[O:28])[NH:20][N:21]=2)=[CH2:13])[CH2:9]1)=[O:7])([CH3:4])([CH3:3])[CH3:2]>CO.[Pd]>[C:1]([O:5][C:6]([N:8]1[CH2:11][C:10]([CH3:30])([CH:12]([C:14]2[CH:15]=[C:16]3[C:25](=[CH:26][CH:27]=2)[O:24][CH2:23][C:22]2[N:17]3[C@H:18]([CH3:29])[C:19](=[O:28])[NH:20][N:21]=2)[CH3:13])[CH2:9]1)=[O:7])([CH3:2])([CH3:3])[CH3:4]. Procedure: A mixture of 3-methyl-3-[1-((R)-4-methyl-3-oxo-2,3,4,10-tetrahydro-9-oxa-1,2,4a-triaza-phenanthren-6-yl)-vinyl]-azetidine-1-carboxylic acid tert-butyl ester (0.5 g, 1.212 mmol) and Pd/C (0.258 g, 0.242 mmol, 10%) in MeOH (10 mL) was stirred under H2 at ambient temperature for 1 h. The reaction mixture was filtered and the filtrate was evaporated in vacuo to give 3-methyl-3-[1-((R)-4-methyl-3-oxo-2,3,4,10-tetrahydro-9-oxa-1,2,4a-triaza-phenanthren-6-yl)-ethyl]-azetidine-1-carboxylic acid tert-but... The reactants are FC(C1=CC=C(N)C=C1)(F)F (4-(trifluoromethyl)aniline), C(=O)O (formic acid). Yields the product FC(C1=CC=C(C=C1)NC=O)(F)F (N-(4-Trifluoromethyl-phenyl)-formamide). As a reaction SMILES: [F:1][C:2]([F:11])([F:10])[C:3]1[CH:9]=[CH:8][C:6]([NH2:7])=[CH:5][CH:4]=1.[CH:12](O)=[O:13]>>[F:1][C:2]([F:10])([F:11])[C:3]1[CH:9]=[CH:8][C:6]([NH:7][CH:12]=[O:13])=[CH:5][CH:4]=1. Reported procedure: Was prepared according to Example 2 from 4-(trifluoromethyl)aniline and formic acid. The reactants are N(=[N+]=[N-])C(C)C=1N=C2N(C(C1Br)=O)C(=CS2)C (7-(1-azidoethyl)-6-bromo-3-methyl-5H-[1,3]thiazolo[3,2-a]pyrimidin-5-one), FC1=C(C=CC=C1F)B(O)O ((2,3-difluorophenyl)boronic acid), solution, C([O-])([O-])=O.[Na+].[Na+] (sodium carbonate), O (water). Reagents/catalysts: Cl[Pd](P(C(C)(C)C)(C(C)(C)C)C1=CC=C(C=C1)N(C)C)(P(C1=CC=C(C=C1)N(C)C)(C(C)(C)C)C(C)(C)C)Cl (dichloro(bis{di-tert-butyl[4-(dimethylamino)phenyl]phosphoranyl})palladium). The solvent is C(C)(=O)OCC (ethyl acetate), O1CCOCC1 (1,4-dioxane). Conditions: temperature 100 celsius, time 8 hour. Product: N(=[N+]=[N-])C(C)C=1N=C2N(C(C1C1=C(C(=CC=C1)F)F)=O)C(=CS2)C (7-(1-azidoethyl)-6-(2,3-difluorophenyl)-3-methyl-5H-[1,3]thiazolo[3,2-a]pyrimidin-5-one). The yield is 62.9%. As a reaction SMILES: [N:1]([CH:4]([C:6]1[N:7]=[C:8]2[S:16][CH:15]=[C:14]([CH3:17])[N:9]2[C:10](=[O:13])[C:11]=1Br)[CH3:5])=[N+:2]=[N-:3].[F:18][C:19]1[C:24]([F:25])=[CH:23][CH:22]=[CH:21][C:20]=1B(O)O.C(=O)([O-])[O-].[Na+].[Na+].O>O1CCOCC1.C(OCC)(=O)C.Cl[Pd](Cl)(P(C(C)(C)C)(C(C)(C)C)C1C=CC(N(C)C)=CC=1)P(C1C=CC(N(C)C)=CC=1)(C(C)(C)C)C(C)(C)C>[N:1]([CH:4]([C:6]1[N:7]=[C:8]2[S:16][CH:15]=[C:14]([CH3:17])[N:9]2[C:10](=[O:13])[C:11]=1[C:23]1[CH:22]=[CH:21][CH:20]=[C:19]([F:18])[C:24]=1[F:25])[CH3:5])=[N+:2]=[N-:3] |f:2.3.4|. Procedure: To a mixture of 7-(1-azidoethyl)-6-bromo-3-methyl-5H-[1,3]thiazolo[3,2-a]pyrimidin-5-one (0.12 g, 0.38 mmol) and (2,3-difluorophenyl)boronic acid (0.072 g, 0.46 mmol) in 1,4-dioxane (3 mL) was added a 1 N solution of sodium carbonate in water (0.57 mL, 0.57 mmol) and dichloro(bis{di-tert-butyl[4-(dimethylamino)phenyl]phosphoranyl})palladium (0.014 g, 0.019 mmol). The mixture was stirred at 100° C. overnight. After cooling, the mixture was diluted with ethyl acetate, washed with water, dried over... Reactants: OC1=C(C(=O)C2=C(C=C(C=C2)O)O)C=CC(=C1)O (2,2′,4,4′-tetrahydroxybenzophenone), C(C)(=O)[O-].[Na+] (sodium acetate), Cl.BrC=1C=CC=C(C1)NN (5-bromophenylhydrazine hydrochloride). Yields the product BrC=1C=CC(=C(C1)N1N=C(C2=CC=C(C=C12)O)C1=C(C=C(C=C1)O)O)C (4-[1-(5-bromo-2-methylphenyl)-6-hydroxy-1H-indazol-3-yl]benzene-1,3-diol). Yield: 10.0%. Procedure: Prepared according to Method B from 2,2′,4,4′-tetrahydroxybenzophenone (0.5 g, 2 mmol), sodium acetate (0.25 g, 3 mmol) and 5-bromophenylhydrazine hydrochloride (0.440 g, 2.4 mmol) to give 0.082 g of product as an off-white solid As a reaction SMILES: O[C:2]1[CH:17]=[C:16]([OH:18])[CH:15]=[CH:14][C:3]=1[C:4]([C:6]1[CH:11]=[CH:10][C:9]([OH:12])=[CH:8][C:7]=1[OH:13])=O.[C:19]([O-])(=O)[CH3:20].[Na+].Cl.[Br:25][C:26]1[CH:27]=[CH:28]C=[C:30]([NH:32][NH2:33])[CH:31]=1>>[Br:25][C:26]1[CH:27]=[CH:28][C:19]([CH3:20])=[C:30]([N:32]2[C:2]3[C:3](=[CH:14][CH:15]=[C:16]([OH:18])[CH:17]=3)[C:4]([C:6]3[CH:11]=[CH:10][C:9]([OH:12])=[CH:8][C:7]=3[OH:13])=[N:33]2)[CH:31]=1 |f:1.2,3.4|.